From a dataset of the Open Reaction Database (ORD), a public repository of structured organic reaction records. describe an organic reaction: reactants, conditions, products, and yield Reactants: Cl (hydrogen chloride), solution, B (borane), Cl.Cl.CN(C(CCCN1CC2N(CC1)CCCC2)=O)C2=CC(=C(C(=C2)OC)OC)OC (N-Methyl4-octahydro-2H-pyrido[1,2-a]pyrazin-2-yl-N-(3,4,5-trimethoxyphenyl)butanamide dihydrochloride). The solvent is O1CCCC1 (tetrahydrofuran). Product: Cl.Cl.Cl.CN(C1=CC(=C(C(=C1)OC)OC)OC)CCCCN1CC2N(CC1)CCCC2 (N-Methyl-N-(4-octahydro-2H-pyrido[1,2-a]pyrazin-2-ylbutyl)-N-(3,4,5-trimethoxyphenyl)amine trihydrochloride). Reaction SMILES: B.[ClH:2].Cl.[CH3:4][N:5]([C:21]1[CH:26]=[C:25]([O:27][CH3:28])[C:24]([O:29][CH3:30])=[C:23]([O:31][CH3:32])[CH:22]=1)[C:6](=O)[CH2:7][CH2:8][CH2:9][N:10]1[CH2:15][CH2:14][N:13]2[CH2:16][CH2:17][CH2:18][CH2:19][CH:12]2[CH2:11]1.Cl>O1CCCC1>[ClH:2].[ClH:2].[ClH:2].[CH3:4][N:5]([CH2:6][CH2:7][CH2:8][CH2:9][N:10]1[CH2:15][CH2:14][N:13]2[CH2:16][CH2:17][CH2:18][CH2:19][CH:12]2[CH2:11]1)[C:21]1[CH:26]=[C:25]([O:27][CH3:28])[C:24]([O:29][CH3:30])=[C:23]([O:31][CH3:32])[CH:22]=1 |f:1.2.3,6.7.8.9|. Reported procedure: 10 ml of a 1M solution of borane in tetrahydrofuran are added to 0.4 g of the compound obtained in Example 35 in solution, under argon, in 50 ml of tetrahydroftiran and the mixture is refluxed for 8 hours. After hydrolysis with 2 ml of 4N hydrochloric acid, evaporation to dryness and conversion to the base, the hydrochloride is prepared using an ethanolic hydrogen chloride solution.